This data is from the Open Reaction Database (ORD), a public repository of structured organic reaction records. The task is: describe an organic reaction: reactants, conditions, products, and yield Reactants: C(C1=CC=CC=C1)OC=1C=C2C(N(C(N(C2=CC1)C1CCNCC1)=O)CC1=CC(=C(C=C1)OC)OC)=O (6-(benzyloxy)-3-(3,4-dimethoxybenzyl)-1-(piperidin-4-yl)quinazoline-2,4(1H,3H)-dione), C(=O)[O-].[NH4+] (ammonium formate). The solvent is C(C)#N (ACN). The product is C(C1=CC=CC=C1)OC=1C=C2C(N(C(N(C2=CC1)C1CCN(CC1)C=O)=O)CC1=CC(=C(C=C1)OC)OC)=O (4-[6-(Benzyloxy)-3-(3,4-dimethoxybenzyl)-2,4-dioxo-3,4-dihydroquinazolin-1(2H)-yl]piperidine-1-carbaldehyde). The yield is 97.9%. RXN SMILES: [CH2:1]([O:8][C:9]1[CH:10]=[C:11]2[C:16](=[CH:17][CH:18]=1)[N:15]([CH:19]1[CH2:24][CH2:23][NH:22][CH2:21][CH2:20]1)[C:14](=[O:25])[N:13]([CH2:26][C:27]1[CH:32]=[CH:31][C:30]([O:33][CH3:34])=[C:29]([O:35][CH3:36])[CH:28]=1)[C:12]2=[O:37])[C:2]1[CH:7]=[CH:6][CH:5]=[CH:4][CH:3]=1.[CH:38]([O-])=[O:39].[NH4+]>C(#N)C>[CH2:1]([O:8][C:9]1[CH:10]=[C:11]2[C:16](=[CH:17][CH:18]=1)[N:15]([CH:19]1[CH2:20][CH2:21][N:22]([CH:38]=[O:39])[CH2:23][CH2:24]1)[C:14](=[O:25])[N:13]([CH2:26][C:27]1[CH:32]=[CH:31][C:30]([O:33][CH3:34])=[C:29]([O:35][CH3:36])[CH:28]=1)[C:12]2=[O:37])[C:2]1[CH:7]=[CH:6][CH:5]=[CH:4][CH:3]=1 |f:1.2|. Reported procedure: A mixture of 0.6 g of 6-(benzyloxy)-3-(3,4-dimethoxybenzyl)-1-(piperidin-4-yl)quinazoline-2,4(1H,3H)-dione obtained in stage 1.7 and 0.113 g of ammonium formate in 5 ml of ACN is irradiated under a microwave field at 140° C. for 1 h 00. The mixture is filtered and the filtrate is evaporated under reduced pressure to give 0.62 g of the expected product. The reactants are ClC=1C2=C(SC1C#N)C(=CC=C2)Cl (3,7-dichlorobenzo[b]thiophene-2-carbonitrile), CNN (methylhydrazine), CS(=O)C (dimethyl sulfoxide). The product is ClC1=CC=CC2=C1SC1=C2N(N=C1N)C (5-chloro-1-methyl-1H-(1)-benzothieno[3,2-c]pyrazol-3-amine). Reaction SMILES: ClC1[C:3]2[CH:12]=[CH:11][CH:10]=[C:9]([Cl:13])[C:4]=2[S:5][C:6]=1[C:7]#[N:8].[CH3:14][NH:15][NH2:16].[CH3:17]S(C)=O>>[Cl:13][C:9]1[C:4]2[S:5][C:6]3[C:7]([NH2:8])=[N:16][N:15]([CH3:17])[C:14]=3[C:3]=2[CH:12]=[CH:11][CH:10]=1. Reported procedure: By substituting this amide for the amide employed in Example 1, the corresponding 3,7-dichlorobenzo[b]thiophene-2-carbonitrile, m.p. 124°-128° C., was obtained. Treatment of this nitrile was methylhydrazine in dimethyl sulfoxide gave 5-chloro-1-methyl-1H-(1)-benzothieno[3,2-c]pyrazol-3-amine, m.p. 239°-241° C. Reaction of this amine with isobutyryl chloride followed by work up as described in Example 1 gave 2-methyl-N-(5-chloro-1-methyl-1H-(1)benzothieno[3,2-c]pyrazol-3-yl)-propanamide, m.p. 218...